The task is: describe an organic reaction: reactants, conditions, products, and yield. This data is from the Open Reaction Database (ORD), a public repository of structured organic reaction records. The reactants are [OH-].[Na+] (Sodium hydroxide), C=1C=CC2=C(C1)C(=O)OC2(C=3C=CC(=CC3)O)C=4C=CC(=CC4)O (phenolphthalein), C1(=CC=CC=C1)P(C1=CC=CC=C1)C1=CC=CC=C1 (triphenyl phosphine), C(C)OC(C(C)Br)=O (ethyl-2-bromopropionate), C1=CC=CC=C1 (benzene). The product is Wittig salt, C1(=CC=CC=C1)C(COC(=O)C=[PH2]C)(C1=CC=CC=C1)C1=CC=CC=C1 (triphenyl methyl carbethoxy methylene phosphorane). Reaction SMILES: [C:1]1([P:7](C2C=CC=CC=2)C2C=CC=CC=2)C=CC=CC=1.C([O:22][C:23](=[O:27])[CH:24](Br)C)C.[OH-].[Na+].C1C=C[C:33]2[C:39]([C:47]3[CH:48]=[CH:49][C:50](O)=[CH:51][CH:52]=3)([C:40]3[CH:41]=[CH:42][C:43](O)=[CH:44][CH:45]=3)OC(=O)C=2C=1.[CH:54]1[CH:59]=[CH:58][CH:57]=[CH:56][CH:55]=1>>[C:54]1([C:39]([C:40]2[CH:45]=[CH:44][CH:43]=[CH:42][CH:41]=2)([C:47]2[CH:52]=[CH:51][CH:50]=[CH:49][CH:48]=2)[CH2:33][O:22][C:23]([CH:24]=[PH2:7][CH3:1])=[O:27])[CH:59]=[CH:58][CH:57]=[CH:56][CH:55]=1 |f:2.3|. Procedure details: Monodemethylation of 3,4,5-trimethoxy benzaldehyde using sulphuric acid at 40° C. for 8 hours as described above in Example 1 yields syringaldehyde. The Wittig salt is prepared by reaction of triphenyl phosphine and ethyl-2-bromopropionate in benzene media at 70-75 ° C. for 8 hours and subsequent basification with 1N Sodium hydroxide to phenolphthalein end point at room temperature. Extraction with benzene, concentration of the benzene extract and the addition of petroleum ether (60-80° C.) yiel... Starting materials: CC=1OC=2CCC3=C(C(C2N1)=O)C=CC=C3 (2-methyl-9,10-dihydro-1-oxa-3-aza-benzo[f]azulen-4-one), CC=1OC=2CCC3=C(C(C2N1)=O)C=CC=C3 (2-methyl-9,10-dihydro-1-oxa-3-aza-benzo[f]azulen-4-one), OC=1C=C(C=CC1)B(O)O (3-hydroxyphenyl boronic acid), ( 17 ), C(=C)Br (vinyl bromide). The product is CC=1OC=2CCC3=C(C(C2N1)=CC=1C=C(C=CC1)O)C=CC=C3 (3-(2-Methyl-9,10-dihydro-1-oxa-3-aza-benzo[f]azulen-4-ylidenemethyl)-phenol). Reaction SMILES: [CH3:1][C:2]1[O:3][C:4]2[CH2:5][CH2:6][C:7]3[CH:16]=[CH:15][CH:14]=[CH:13][C:8]=3[C:9](=O)[C:10]=2[N:11]=1.[CH:17](Br)=[CH2:18].[OH:20][C:21]1[CH:22]=C(B(O)O)[CH:24]=[CH:25][CH:26]=1>>[CH3:1][C:2]1[O:3][C:4]2[CH2:5][CH2:6][C:7]3[CH:16]=[CH:15][CH:14]=[CH:13][C:8]=3[C:9](=[CH:24][C:25]3[CH:26]=[C:21]([OH:20])[CH:22]=[CH:17][CH:18]=3)[C:10]=2[N:11]=1. Procedure: Prepare the corresponding ketone (2-methyl-9,10-dihydro-1-oxa-3-aza-benzo[f]azulen-4-one) as described by E. E. Galantay, et al, J. Med. Chem. (17) 1316-1327 (1974) and convert to the corresponding Z-isomer of the vinyl bromide using procedures essentially as described in Preparations 23 and 24. Then, following procedures essentially as described in Example 219, combine the ketone with 3-hydroxyphenyl boronic acid (207 mg, 1.5 mmmol). Purify the crude product using column chromatography (15% EtO... Conditions: temperature 90 celsius, time 2.5 hour. The product is ClC1=C2C(=NC(=C1)C=1C=NC=C(C1)Cl)CCC2 (4-chloro-2-(5-chloropyridin-3-yl)-6,7-dihydro-5H-cyclopenta[b]pyridine). Starting materials: C1(=CC=CC=C1)C (Toluene), ClC1=CC(=C2C(=N1)CCC2)Cl (2,4-dichloro-6,7-dihydro-5H-cyclopenta[b]pyridine), ClC=1C=C(C=NC1)B(O)O (5-chloro3-pyridinyl boronic acid), C(=O)([O-])[O-].[Cs+].[Cs+] (Cs2CO3). Yield: 30.1%. Reaction SMILES: Cl[C:2]1[N:7]=[C:6]2[CH2:8][CH2:9][CH2:10][C:5]2=[C:4]([Cl:11])[CH:3]=1.[Cl:12][C:13]1[CH:14]=[C:15](B(O)O)[CH:16]=[N:17][CH:18]=1.C([O-])([O-])=O.[Cs+].[Cs+].C1(C)C=CC=CC=1>C1C=CC([P]([Pd]([P](C2C=CC=CC=2)(C2C=CC=CC=2)C2C=CC=CC=2)([P](C2C=CC=CC=2)(C2C=CC=CC=2)C2C=CC=CC=2)[P](C2C=CC=CC=2)(C2C=CC=CC=2)C2C=CC=CC=2)(C2C=CC=CC=2)C2C=CC=CC=2)=CC=1.O.CCO>[Cl:11][C:4]1[CH:3]=[C:2]([C:15]2[CH:16]=[N:17][CH:18]=[C:13]([Cl:12])[CH:14]=2)[N:7]=[C:6]2[CH2:8][CH2:9][CH2:10][C:5]=12 |f:2.3.4,^1:38,40,59,78|. The solvent is O (water), CCO (EtOH). The reagents and catalysts are C=1C=CC(=CC1)[P](C=2C=CC=CC2)(C=3C=CC=CC3)[Pd]([P](C=4C=CC=CC4)(C=5C=CC=CC5)C=6C=CC=CC6)([P](C=7C=CC=CC7)(C=8C=CC=CC8)C=9C=CC=CC9)[P](C=1C=CC=CC1)(C=1C=CC=CC1)C=1C=CC=CC1 (tetrakis(triphenylphosphine)palladium(0)). Procedure: A 25-mL round bottom flask was charged with 2,4-dichloro-6,7-dihydro-5H-cyclopenta[b]pyridine (0.300 g, 1.59 mmol), 5-chloro3-pyridinyl boronic acid (0.301 g, 1.91 mmol), tetrakis(triphenylphosphine)palladium(0) (0.092 g, 0.08 mmol), and Cs2CO3 (1.56 g, 4.78 mmol). Toluene (8 ml), EtOH (2 ml) and water (4 ml) were added. The resulting mixture was stirred under Ar at 90° C. for 2.5 h. After this time, the mixture was cooled to rt, filtered through celite, and the filtrate concentrated under reduc... Starting materials: O=C1CCC(CC1)OC(C=CC1=CC=CC=C1)=O (3-Phenyl-acrylic acid 4-oxo-cyclohexyl ester), ClC=1C=C(C(=O)OO)C=CC1 (3-chloroperoxybenzoic acid). Solvent: ClCCl (dichloromethane), ClCCl (dichloromethane). Conditions: time 24 hour. The product is O=C1CCC(CCO1)OC(C=CC1=CC=CC=C1)=O (3-Phenyl-acrylic acid 7-oxo-oxepan-4-yl ester). Isolated yield 70.0%. RXN SMILES: [O:1]=[C:2]1[CH2:7][CH2:6][CH:5]([O:8][C:9](=[O:18])[CH:10]=[CH:11][C:12]2[CH:17]=[CH:16][CH:15]=[CH:14][CH:13]=2)[CH2:4][CH2:3]1.ClC1C=C(C=CC=1)C(OO)=[O:24]>ClCCl>[O:24]=[C:2]1[O:1][CH2:7][CH2:6][CH:5]([O:8][C:9](=[O:18])[CH:10]=[CH:11][C:12]2[CH:17]=[CH:16][CH:15]=[CH:14][CH:13]=2)[CH2:4][CH2:3]1. Procedure: Product from step 2 (10.0 g, 38.5 mmol) was dissolved in 50 mL of dichloromethane and added dropwise into a solution of 3-chloroperoxybenzoic acid (99.3 g, 42.4 mmol) in dichloromethane (50 mL). The mixture was stirred for 24 h and then filtered. The solution obtained was washed twice with NaHCO3 (2 M) and once with brine. The extracted product was then purified by column chromatography (by silica gel using hexane/EtOAc gradient as eluent). The monomer was obtained as a white crystalline powder....